This data is from the Open Reaction Database (ORD), a public repository of structured organic reaction records. The task is: describe an organic reaction: reactants, conditions, products, and yield The reactants are COc1ccc(C(=O)N2CCNCC2)cc1, CC(C)O, Nc1ncc(Cl)c(N2CCN(CC(=O)Nc3nccs3)CC2)c1[N+](=O)[O-], Nc1ncc(Cl)c(Cl)c1[N+](=O)[O-]. Yields the product COc1ccc(C(=O)N2CCN(c3c(Cl)cnc(N)c3[N+](=O)[O-])CC2)cc1. RXN SMILES: [CH3:39][O:40][c:41]1[cH:42][cH:43][c:44]([C:47](=[O:48])[N:49]2[CH2:50][CH2:51][NH:52][CH2:53][CH2:54]2)[cH:45][cH:46]1.[CH:55]([OH:56])([CH3:57])[CH3:58].[NH2:1][c:2]1[c:3]([N+:4]([O-:5])=[O:6])[c:7]([N:8]2[CH2:9][CH2:10][N:11]([CH2:12][C:13]([NH:14][c:15]3[s:16][cH:17][cH:18][n:19]3)=[O:20])[CH2:21][CH2:22]2)[c:23]([Cl:24])[cH:25][n:26]1.[NH2:27][c:28]1[n:29][cH:30][c:31]([Cl:38])[c:32]([Cl:37])[c:33]1[N+:34](=[O:35])[O-:36]>>[NH2:27][c:28]1[n:29][cH:30][c:31]([Cl:38])[c:32]([N:52]2[CH2:51][CH2:50][N:49]([C:47]([c:44]3[cH:43][cH:42][c:41]([O:40][CH3:39])[cH:46][cH:45]3)=[O:48])[CH2:54][CH2:53]2)[c:33]1[N+:34](=[O:35])[O-:36].